The task is: describe an organic reaction: reactants, conditions, products, and yield. This data is from the Open Reaction Database (ORD), a public repository of structured organic reaction records. The reactants are CCC(C)C(NC(=O)N(C)Cc1csc(C)n1)C(=O)OC, Cl, [Li+], C1COCCO1, [OH-]. Product: CCC(C)C(NC(=O)N(C)Cc1csc(C)n1)C(=O)O. As a reaction SMILES: [CH3:1][O:2][C:3]([CH:4]([CH:5]([CH2:6][CH3:7])[CH3:8])[NH:9][C:10](=[O:11])[N:12]([CH2:13][c:14]1[n:15][c:16]([CH3:19])[s:17][cH:18]1)[CH3:20])=[O:21].[ClH:24].[Li+:22].[O:25]1[CH2:26][CH2:27][O:28][CH2:29][CH2:30]1.[OH-:23]>>[O:2]=[C:3]([CH:4]([CH:5]([CH2:6][CH3:7])[CH3:8])[NH:9][C:10](=[O:11])[N:12]([CH2:13][c:14]1[n:15][c:16]([CH3:19])[s:17][cH:18]1)[CH3:20])[OH:21]. Reactants: C[C@H]1N(C(OC1)=O)C1=CC=C(C(=O)O)C=C1 ((R)-4-(4-methyl-2-oxooxazolidin-3-yl)benzoic acid), BrC=1C=C(C(=NC1)N1CCNCC1)C (1-(5-bromo-3-methylpyridin-2-yl)piperazine). Product: BrC=1C=C(C(=NC1)N1CCN(CC1)C(=O)C1=CC=C(C=C1)N1C(OC[C@H]1C)=O)C ((R)-3-{4-[4-(5-bromo-3-methylpyridin-2-yl)piperazine-1-carbonyl]phenyl}-4-methyloxazolidin-2-one). Yield: 96.7%. Reaction SMILES: [CH3:1][C@@H:2]1[CH2:6][O:5][C:4](=[O:7])[N:3]1[C:8]1[CH:16]=[CH:15][C:11]([C:12]([OH:14])=O)=[CH:10][CH:9]=1.[Br:17][C:18]1[CH:19]=[C:20]([CH3:30])[C:21]([N:24]2[CH2:29][CH2:28][NH:27][CH2:26][CH2:25]2)=[N:22][CH:23]=1>>[Br:17][C:18]1[CH:19]=[C:20]([CH3:30])[C:21]([N:24]2[CH2:25][CH2:26][N:27]([C:12]([C:11]3[CH:10]=[CH:9][C:8]([N:3]4[C@H:2]([CH3:1])[CH2:6][O:5][C:4]4=[O:7])=[CH:16][CH:15]=3)=[O:14])[CH2:28][CH2:29]2)=[N:22][CH:23]=1. Procedure: By reaction and treatment in the same manner as in Preparation Example 67 and using (R)-4-(4-methyl-2-oxooxazolidin-3-yl)benzoic acid (1.3 g) described in Preparation Example 37 and 1-(5-bromo-3-methylpyridin-2-yl)piperazine (1.5 g), (R)-3-{4-[4-(5-bromo-3-methylpyridin-2-yl)piperazine-1-carbonyl]phenyl}-4-methyloxazolidin-2-one (2.6 g) was obtained. Reactants: N#N (N2), NCC(=O)O (glycine), ClC1=CC2=C(N(C(OC2=O)=O)CC2=CC=C(C=C2)OC)C=C1 (6-Chloro-1-(4-methoxybenzyl)-1H-benzo[d][1,3]oxazine-2,4-dione). Run in CC(=O)O (AcOH). Reaction conditions: temperature 130 celsius, time 20 minute. Yields the product ClC1=CC2=C(N(C(CNC2=O)=O)CC2=CC=C(C=C2)OC)C=C1 (7-Chloro-1-(4-methoxybenzyl)-3,4-dihydro-1H-benzo[e][1,4]diazepine-2,5-dione). Yield: 39.0%. As a reaction SMILES: N#N.[NH2:3][CH2:4][C:5]([OH:7])=O.[Cl:8][C:9]1[CH:29]=[CH:28][C:12]2[N:13]([CH2:19][C:20]3[CH:25]=[CH:24][C:23]([O:26][CH3:27])=[CH:22][CH:21]=3)C(=O)[O:15][C:16](=O)[C:11]=2[CH:10]=1>CC(O)=O>[Cl:8][C:9]1[CH:29]=[CH:28][C:12]2[N:13]([CH2:19][C:20]3[CH:25]=[CH:24][C:23]([O:26][CH3:27])=[CH:22][CH:21]=3)[C:5](=[O:7])[CH2:4][NH:3][C:16](=[O:15])[C:11]=2[CH:10]=1. Reported procedure: In a 2 L RBF equipped with mechanical stir, condenser and N2 inlet, glycine (34 g, 0.45 mol) was added to B2 (280 g) followed by the addition of AcOH (500 mL). Reaction flask was heated in a 130° C. oil bath for 8 h. Solvent was removed on the rotary evaporator at 50-60° C. To the thick syrupy crude product was added heptane (1 L) and H2O (1 L) followed by the addition of NaHCO3 to adjust the pH to ˜8-9. The mixture gave a solid along with organic and aqueous layers. The organic and aqueous laye... The solvent is CO (MeOH). Product: C(C)(=O)O[C@H]1C[C@H]2[C@@H]3CC[C@@H]([C@@]3(C)CC[C@@H]2[C@]2(CC[C@@H](CC12)O)C)O (6α-acetoxyandrostane-3β,17β-diol), C(C)(=O)O[C@H]1C[C@H]2[C@@H]3CC[C@@H]([C@@]3(C)CC[C@@H]2[C@]2(CC[C@H](CC12)O)C)O (6α-acetoxyandrostane-3α,17β-diol). Procedure details: To a stirred solution of 6α-acetoxyandrostane-3,17-dione (5.57 g) in MeOH (188 mL), at 0° C. under N2, NaBH4 (615 mg) was added in portions over 15 min. After stirring for 1.5 h at room temperature, the mixture was quenched by careful addition of H2O (200 mL). MeOH was evaporated and the concentrated solution was extracted with EtOAc. The combined organic extracts were washed with brine, dried over Na2SO4 and evaporated to dryness. The mixture was purified by flash chromatography (SiO2, cyclohex... Reaction conditions: time 1.5 hour. The reactants are C(C)(=O)O[C@H]1C[C@H]2[C@@H]3CCC([C@@]3(C)CC[C@@H]2[C@]2(CCC(CC12)=O)C)=O (6α-acetoxyandrostane-3,17-dione), [BH4-].[Na+] (NaBH4). As a reaction SMILES: [C:1]([O:4][C@@H:5]1[CH:22]2[C@:17]([CH3:24])([CH2:18][CH2:19][C:20](=[O:23])[CH2:21]2)[C@@H:16]2[C@H:7]([C@H:8]3[C@@:12]([CH2:14][CH2:15]2)([CH3:13])[C:11](=[O:25])[CH2:10][CH2:9]3)[CH2:6]1)(=[O:3])[CH3:2].[BH4-].[Na+]>CO>[C:1]([O:4][C@@H:5]1[CH:22]2[C@:17]([CH3:24])([CH2:18][CH2:19][C@H:20]([OH:23])[CH2:21]2)[C@@H:16]2[C@H:7]([C@H:8]3[C@@:12]([CH2:14][CH2:15]2)([CH3:13])[C@@H:11]([OH:25])[CH2:10][CH2:9]3)[CH2:6]1)(=[O:3])[CH3:2].[C:1]([O:4][C@@H:5]1[CH:22]2[C@:17]([CH3:24])([CH2:18][CH2:19][C@@H:20]([OH:23])[CH2:21]2)[C@@H:16]2[C@H:7]([C@H:8]3[C@@:12]([CH2:14][CH2:15]2)([CH3:13])[C@@H:11]([OH:25])[CH2:10][CH2:9]3)[CH2:6]1)(=[O:3])[CH3:2] |f:1.2|. Yield: 188.1%. Starting materials: C(C)OC(=O)C1CCN(CC1)C(CCN(S(=O)(=O)C1=CC=C(C=C1)OC)C(C(NO)=O)C1CCCCC1)=O (1-{3-[(Cyclohexylhydroxycarbamoylmethyl)(4-methoxybenzenesulfonyl)-amino]propionyl}piperidine-4-carboxylic acid ethyl ester), O.[OH-].[Li+] (lithium hydroxide monohydrate). Solvent: C(C)O (ethanol), O (water), C(C)O (ethanol). Conditions: time 15 minute. Product: O.C1(CCCCC1)C(C(NO)=O)N(CCC(=O)N1CCC(CC1)C(=O)O)S(=O)(=O)C1=CC=C(C=C1)OC (1-{3-[(cyclohexylhydroxycarbamoylmethyl)-(4-methoxy-benzenesulfonyl)amino]propionyl}-piperidine-4-carboxylic acid monohydrate). Isolated yield 164.9%. RXN SMILES: C([O:3][C:4]([CH:6]1[CH2:11][CH2:10][N:9]([C:12](=[O:38])[CH2:13][CH2:14][N:15]([CH:27]([CH:32]2[CH2:37][CH2:36][CH2:35][CH2:34][CH2:33]2)[C:28](=[O:31])[NH:29][OH:30])[S:16]([C:19]2[CH:24]=[CH:23][C:22]([O:25][CH3:26])=[CH:21][CH:20]=2)(=[O:18])=[O:17])[CH2:8][CH2:7]1)=[O:5])C.O.[OH-].[Li+]>C(O)C.O>[OH2:3].[CH:32]1([CH:27]([N:15]([S:16]([C:19]2[CH:24]=[CH:23][C:22]([O:25][CH3:26])=[CH:21][CH:20]=2)(=[O:18])=[O:17])[CH2:14][CH2:13][C:12]([N:9]2[CH2:8][CH2:7][CH:6]([C:4]([OH:5])=[O:3])[CH2:11][CH2:10]2)=[O:38])[C:28](=[O:31])[NH:29][OH:30])[CH2:33][CH2:34][CH2:35][CH2:36][CH2:37]1 |f:1.2.3,6.7|. Procedure: To a solution of 1-{3-[(cyclohexylhydroxycarbamoylmethyl)(4-methoxybenzenesulfonyl) amino]propionyl}piperidine-4-carboxylic acid ethyl ester (0.62 grams, 1.16 mmol) (Example 17) in ethanol (45 mL) and water (5 mL) was added lithium hydroxide monohydrate (0.24 grams, 5.72 mmol). After stirring for 3 hours at room temperature ethanol-washed Amberlite IR-120 plus ion exchange resin (6 grams) was added. Stirring was continued for 15 minutes and then the mixture was filtered. The filtrate was concent... The reactants are COc1ccc(Cn2nc(O)c3cc(Br)cnc32)cc1, CI, [H-], [Na+], CN(C)C=O. The product is COc1ccc(Cn2nc(OC)c3cc(Br)cnc32)cc1. As a reaction SMILES: [Br:1][c:2]1[cH:3][c:4]2[c:5]([n:6][cH:7]1)[n:8]([CH2:12][c:13]1[cH:14][cH:15][c:16]([O:19][CH3:20])[cH:17][cH:18]1)[n:9][c:10]2[OH:11].[CH3:23][I:24].[H-:21].[Na+:22].[O:25]=[CH:26][N:27]([CH3:28])[CH3:29]>>[Br:1][c:2]1[cH:3][c:4]2[c:5]([n:6][cH:7]1)[n:8]([CH2:12][c:13]1[cH:14][cH:15][c:16]([O:19][CH3:20])[cH:17][cH:18]1)[n:9][c:10]2[O:11][CH3:23]. Product: BrCC=C(CCC=C(CCC=C(CCC=C(CCC=C(CCC=C(CCC=C(CCC=C(CCC=C(CCC=C(C)C)C)C)C)C)C)C)C)C)C (1-Bromo-3,7,11,15,19,23,27,31,35,39-decamethyl-2,6,10,14,18,22,26,30,34,38-tetracontadecaene). The reactants are CC(=CCO)CCC=C(CCC=C(CCC=C(CCC=C(CCC=C(CCC=C(CCC=C(CCC=C(CCC=C(C)C)C)C)C)C)C)C)C)C (3,7,11,15,19,23,27,31,35,39-decamethyl-2,6,10,14,18,22,26,30,34,38-tetracontadecaen-1-ol), N1=CC=CC=C1 (pyridine), P(Br)(Br)Br (phosphorus tribromide). Run at temperature 10 celsius. Yield: 168.8%. Procedure details: Under an atmosphere of argon, a solution of phosphorus tribromide (8.32 g, 30.7 mmol) in 27 ml of n-hexane was added in dropwise to a mixture of 3,7,11,15,19,23,27,31,35,39-decamethyl-2,6,10,14,18,22,26,30,34,38-tetracontadecaen-1-ol (40 g, 57.3 mmol) and pyridine (1.92 ml, 23.8 mmol) in 587 ml of n-hexane at the temperature below 10° C. The solution was stirred at 10° C. for an hour, allowed to warm slowly from 10° to 20° C., stirred at 20°-25° C. for an hour and poured into cracked ice with st... Run in CCCCCC (n-hexane), CCCCCC (n-hexane). Reaction SMILES: P(Br)(Br)[Br:2].[CH3:5][C:6]([CH2:10][CH2:11][CH:12]=[C:13]([CH3:55])[CH2:14][CH2:15][CH:16]=[C:17]([CH3:54])[CH2:18][CH2:19][CH:20]=[C:21]([CH3:53])[CH2:22][CH2:23][CH:24]=[C:25]([CH3:52])[CH2:26][CH2:27][CH:28]=[C:29]([CH3:51])[CH2:30][CH2:31][CH:32]=[C:33]([CH3:50])[CH2:34][CH2:35][CH:36]=[C:37]([CH3:49])[CH2:38][CH2:39][CH:40]=[C:41]([CH3:48])[CH2:42][CH2:43][CH:44]=[C:45]([CH3:47])[CH3:46])=[CH:7][CH2:8]O.N1C=CC=CC=1>CCCCCC>[Br:2][CH2:8][CH:7]=[C:6]([CH3:5])[CH2:10][CH2:11][CH:12]=[C:13]([CH3:55])[CH2:14][CH2:15][CH:16]=[C:17]([CH3:54])[CH2:18][CH2:19][CH:20]=[C:21]([CH3:53])[CH2:22][CH2:23][CH:24]=[C:25]([CH3:52])[CH2:26][CH2:27][CH:28]=[C:29]([CH3:51])[CH2:30][CH2:31][CH:32]=[C:33]([CH3:50])[CH2:34][CH2:35][CH:36]=[C:37]([CH3:49])[CH2:38][CH2:39][CH:40]=[C:41]([CH3:48])[CH2:42][CH2:43][CH:44]=[C:45]([CH3:47])[CH3:46]. Reactants: ClC(C(=O)C(Cl)(Cl)Cl)(Cl)Cl (hexachloroacetone), [Sb](F)(F)F (antimony trifluoride). Run in [Sb](Cl)(Cl)(Cl)(Cl)Cl (antimony pentachloride). Conditions: temperature 140 celsius. The product is ClC(C(=O)C(F)(Cl)Cl)(Cl)Cl (Pentachlorofluoroacetone). Isolated yield 128.1%. As a reaction SMILES: [Cl:1][C:2]([Cl:10])([Cl:9])[C:3]([C:5](Cl)([Cl:7])[Cl:6])=[O:4].[Sb](F)(F)[F:12]>[Sb](Cl)(Cl)(Cl)(Cl)Cl>[Cl:1][C:2]([Cl:10])([Cl:9])[C:3]([C:5]([Cl:7])([Cl:6])[F:12])=[O:4]. Reported procedure: A 2-liter round bottom flask equipped with a condenser and mechanical stirrer was charged with 1 liter (6.6 moles) of hexachloroacetone, 411.2 g (2.2 moles) of anhydrous antimony trifluoride and 30 ml of antimony pentachloride. The mixture was heated to 140° C. for a period of one hour then cooled to 0° C. The liquid portion of the reaction was decanted from the salts of the reaction and washed with 5×200 ml portions of 12N HCl dried over MgSO4 and distilled. The fraction boiling at 160°-167° C....